Dataset: the Open Reaction Database (ORD), a public repository of structured organic reaction records. Task: describe an organic reaction: reactants, conditions, products, and yield Reactants: N#CN=C1NCCN1, CS(C)=O, O=C(NCC#CCCl)C(O)(c1ccccc1)C1CCCCC1, [H-], [Na+]. The product is N#CN=C1NCCN1CC#CCNC(=O)C(O)(c1ccccc1)C1CCCCC1. As a reaction SMILES: [C:1](#[N:2])[N:3]=[C:4]1[NH:5][CH2:6][CH2:7][NH:8]1.[CH3:33][S:34](=[O:35])[CH3:36].[Cl:11][CH2:12][C:13]#[C:14][CH2:15][NH:16][C:17]([C:18]([c:19]1[cH:20][cH:21][cH:22][cH:23][cH:24]1)([OH:25])[CH:26]1[CH2:27][CH2:28][CH2:29][CH2:30][CH2:31]1)=[O:32].[H-:9].[Na+:10]>>[C:1](#[N:2])[N:3]=[C:4]1[N:5]([CH2:12][C:13]#[C:14][CH2:15][NH:16][C:17]([C:18]([c:19]2[cH:20][cH:21][cH:22][cH:23][cH:24]2)([OH:25])[CH:26]2[CH2:27][CH2:28][CH2:29][CH2:30][CH2:31]2)=[O:32])[CH2:6][CH2:7][NH:8]1.